This data is from the Open Reaction Database (ORD), a public repository of structured organic reaction records. The task is: describe an organic reaction: reactants, conditions, products, and yield Starting materials: Nc1cccc(Cl)c1, O=[N+]([O-])c1cc(S(=O)(=O)Cl)ccc1Cl, ClCCl, c1ccncc1. Product: O=[N+]([O-])c1cc(S(=O)(=O)Nc2cccc(Cl)c2)ccc1Cl. Reaction SMILES: [Cl:15][c:16]1[cH:17][c:18]([NH2:19])[cH:20][cH:21][cH:22]1.[Cl:1][c:2]1[c:3]([N+:12](=[O:13])[O-:14])[cH:4][c:5]([S:8](=[O:9])(=[O:10])[Cl:11])[cH:6][cH:7]1.[Cl:29][CH2:30][Cl:31].[cH:23]1[cH:24][cH:25][n:26][cH:27][cH:28]1>>[Cl:1][c:2]1[c:3]([N+:12](=[O:13])[O-:14])[cH:4][c:5]([S:8](=[O:9])(=[O:10])[NH:19][c:18]2[cH:17][c:16]([Cl:15])[cH:22][cH:21][cH:20]2)[cH:6][cH:7]1.